From a dataset of the Open Reaction Database (ORD), a public repository of structured organic reaction records. describe an organic reaction: reactants, conditions, products, and yield Starting materials: C(C)OC1=NC=C(C=C1C=1NC(C=2C(N1)=C(N(N2)CC2=NC=CC=C2)CC)=O)S(=O)(=O)N2CCN(CC2)CC (5-[2-Ethoxy-5-(4-ethylpiperazin-1-ylsulphonyl)pyridin-3-yl]-3-ethyl-2-(pyridin-2-yl)methyl-2,6-dihydro-7H-pyrazolo[4,3-d]pyrimidin-7-one), C[Si](C)(C)[N-][Si](C)(C)C.[K+] (potassium bis(trimethylsilyl)amide), C(CCC)O (n-butanol). Run at temperature 100 celsius, time 18 hour. Yields the product C(CCC)OC1=NC=C(C=C1C=1NC(C=2C(N1)=C(N(N2)CC2=NC=CC=C2)CC)=O)S(=O)(=O)N2CCN(CC2)CC (5-[2-n-Butoxy-5-(4-ethylpiperazin-1-ylsulphonyl)pyridin-3-yl]-3-ethyl-2-(pyridin-2-yl)methyl-2,6-dihydro-7H-pyrazolo[4,3-d]pyrimidin-7-one). Yield: 69.0%. RXN SMILES: [CH2:1]([O:3][C:4]1[C:9]([C:10]2[NH:11][C:12](=[O:28])[C:13]3[C:14](=[C:16]([CH2:26][CH3:27])[N:17]([CH2:19][C:20]4[CH:25]=[CH:24][CH:23]=[CH:22][N:21]=4)[N:18]=3)[N:15]=2)=[CH:8][C:7]([S:29]([N:32]2[CH2:37][CH2:36][N:35]([CH2:38][CH3:39])[CH2:34][CH2:33]2)(=[O:31])=[O:30])=[CH:6][N:5]=1)[CH3:2].C[Si]([N-][Si](C)(C)C)(C)C.[K+].[CH2:50](O)[CH2:51]CC>>[CH2:1]([O:3][C:4]1[C:9]([C:10]2[NH:11][C:12](=[O:28])[C:13]3[C:14](=[C:16]([CH2:26][CH3:27])[N:17]([CH2:19][C:20]4[CH:25]=[CH:24][CH:23]=[CH:22][N:21]=4)[N:18]=3)[N:15]=2)=[CH:8][C:7]([S:29]([N:32]2[CH2:37][CH2:36][N:35]([CH2:38][CH3:39])[CH2:34][CH2:33]2)(=[O:30])=[O:31])=[CH:6][N:5]=1)[CH2:2][CH2:50][CH3:51] |f:1.2|. Procedure details: A mixture of the title compound of Example 1 (200 mg, 0.36 mmol), potassium bis(trimethylsilyl)amide (360 mg, 1.81 mmol) and n-butanol (5 ml) was stirred at 100° C. for 18 hours, then allowed to cool. The resulting mixture was evaporated under reduced pressure and the residue partitioned between water (5 ml) and dichloromethane (5 ml). The phases were separated and the aqueous layer extracted with dichloromethane (2×10 ml), then the combined organic solutions dried (MgSO4) and evaporated under r... The reactants are CC(=O)O[BH-](OC(C)=O)OC(C)=O, CCOC(=O)COc1c(C(=O)OC)sc2c1sc1cc([NH3+])ccc12, CC(=O)O, O=Cc1ccccc1, ClCCl, O=C([O-])C(F)(F)F, [Na+]. The product is CCOC(=O)COc1c(C(=O)OC)sc2c1sc1cc(NCc3ccccc3)ccc12. Reaction SMILES: [C:1]([O:2][BH-:3]([O:4][C:5](=[O:6])[CH3:7])[O:8][C:9](=[O:10])[CH3:11])(=[O:12])[CH3:13].[CH2:22]([CH3:23])[O:24][C:25](=[O:26])[CH2:27][O:28][c:29]1[c:30]([C:42](=[O:43])[O:44][CH3:45])[s:31][c:32]2[c:33]1[s:34][c:35]1[cH:36][c:37]([NH3+:41])[cH:38][cH:39][c:40]21.[CH3:54][C:55](=[O:56])[OH:57].[CH:46](=[O:47])[c:48]1[cH:49][cH:50][cH:51][cH:52][cH:53]1.[Cl:58][CH2:59][Cl:60].[F:15][C:16]([F:17])([F:18])[C:19]([O-:20])=[O:21].[Na+:14]>>[CH2:22]([CH3:23])[O:24][C:25](=[O:26])[CH2:27][O:28][c:29]1[c:30]([C:42](=[O:43])[O:44][CH3:45])[s:31][c:32]2[c:33]1[s:34][c:35]1[cH:36][c:37]([NH:41][CH2:46][c:48]3[cH:49][cH:50][cH:51][cH:52][cH:53]3)[cH:38][cH:39][c:40]21. Reactants: Cc1[nH]n(Cc2ccc(C#N)cc2)c2nc(-c3ccncc3)nc(=O)c1-2, [K+], [OH-], O, OO. The product is Cc1[nH]n(Cc2ccc(C(N)=O)cc2)c2nc(-c3ccncc3)nc(=O)c1-2. As a reaction SMILES: [C:3](#[N:4])[c:5]1[cH:6][cH:7][c:8]([CH2:11][n:12]2[nH:13][c:14]([CH3:28])[c:15]3[c:20](=[O:21])[n:19][c:18](-[c:22]4[cH:23][cH:24][n:25][cH:26][cH:27]4)[n:17][c:16]2-3)[cH:9][cH:10]1.[K+:2].[OH-:1].[OH2:31].[OH:29][OH:30]>>[O:1]=[C:3]([NH2:4])[c:5]1[cH:6][cH:7][c:8]([CH2:11][n:12]2[nH:13][c:14]([CH3:28])[c:15]3[c:20](=[O:21])[n:19][c:18](-[c:22]4[cH:23][cH:24][n:25][cH:26][cH:27]4)[n:17][c:16]2-3)[cH:9][cH:10]1.